This data is from the Open Reaction Database (ORD), a public repository of structured organic reaction records. The task is: describe an organic reaction: reactants, conditions, products, and yield The reactants are C(#N)C1=C(C=C(C=C1)N([C@@H](C)C(=O)O)CC(F)(F)F)C(F)(F)F (N-[4-cyano-3-(trifluoromethyl)phenyl]-N-(2,2,2-trifluoroethyl)alanine), C(C)N (ethylamine). The product is C(#N)C1=C(C=C(C=C1)N([C@@H](C)C(=O)NCC)CC(F)(F)F)C(F)(F)F (N2-[4-Cyano-3-(trifluoromethyl)phenyl]-N1-ethyl-N2-(2,2,2-trifluoroethyl)alaninamide). Reaction SMILES: [C:1]([C:3]1[CH:8]=[CH:7][C:6]([N:9]([CH2:15][C:16]([F:19])([F:18])[F:17])[C@H:10]([C:12]([OH:14])=O)[CH3:11])=[CH:5][C:4]=1[C:20]([F:23])([F:22])[F:21])#[N:2].[CH2:24]([NH2:26])[CH3:25]>>[C:1]([C:3]1[CH:8]=[CH:7][C:6]([N:9]([CH2:15][C:16]([F:18])([F:17])[F:19])[C@H:10]([C:12]([NH:26][CH2:24][CH3:25])=[O:14])[CH3:11])=[CH:5][C:4]=1[C:20]([F:22])([F:21])[F:23])#[N:2]. Reported procedure: Synthesized as described in example 3 using N-[4-cyano-3-(trifluoromethyl)phenyl]-N-(2,2,2-trifluoroethyl)alanine and ethylamine: 1H NMR (400 MHz, CDCl3) δ 7.65 (d, J=8.8 Hz, 1H), 7.10 (d, J=2.7 Hz, 1H), 6.96 (dd, J=8.8, 2.8 Hz, 1H), 5.95 (bs, 1H), 4.26 (q, J=7.1 Hz, 1H), 4.10 (m, 2H), 3.28 (m, 2H), 1.58 (d, J=7.1 Hz, 3H), 1.06 (t, J=7.4 Hz, 3H). Starting materials: C1(=CC=CC=C1)[C@@H](C)NC=1C2=C(N=CN1)SC1=C2CCNC1 (N-[(1R)-1-Phenylethyl]-5,6,7,8-tetrahydropyrido[4′,3′:4,5]thieno[2,3-d]pyrimidin-4-amine), Cl.CN(C/C=C/C(=O)O)C ((2E)-4-(Dimethylamino)but-2-enoic acid hydrochloride). Product: CN(C/C=C/C(=O)N1CC2=C(C3=C(N=CN=C3N[C@H](C)C3=CC=CC=C3)S2)CC1)C (7-[(2E)-4-(Dimethylamino)but-2-enoyl]-N-[(1R)-1-phenylethyl]-5,6,7,8-tetrahydropyrido[4′,3′:4,5]thieno[2,3-d]pyrimidin-4-amine). Reaction SMILES: [C:1]1([C@H:7]([NH:9][C:10]2[C:11]3[C:18]4[CH2:19][CH2:20][NH:21][CH2:22][C:17]=4[S:16][C:12]=3[N:13]=[CH:14][N:15]=2)[CH3:8])[CH:6]=[CH:5][CH:4]=[CH:3][CH:2]=1.Cl.[CH3:24][N:25]([CH3:32])[CH2:26]/[CH:27]=[CH:28]/[C:29](O)=[O:30]>>[CH3:24][N:25]([CH3:32])[CH2:26]/[CH:27]=[CH:28]/[C:29]([N:21]1[CH2:20][CH2:19][C:18]2[C:11]3[C:10]([NH:9][C@@H:7]([C:1]4[CH:6]=[CH:5][CH:4]=[CH:3][CH:2]=4)[CH3:8])=[N:15][CH:14]=[N:13][C:12]=3[S:16][C:17]=2[CH2:22]1)=[O:30] |f:1.2|. Reported procedure: In analogy to Example 89, the title compound was prepared from N-[(1R)-1-phenylethyl]-5,6,7,8-tetrahydropyrido[4′,3′:4,5]thieno[2,3-d]pyrimidin-4-amine from Example 18A (100 mg, 0.32 mmol) and (2E)-4-(dimethylamino)but-2-enoic acid hydrochloride from Example 1A (75 mg, 0.45 mmol) to yield 23 mg (17%). Starting materials: C1(CCCCC1)CCC[C@H](CC(=O)NO)C1=NC(=NO1)C=1C=CC(=NC1)N1CCN(CC1)C(=O)OC(C)(C)C (TERT-BUTYL 4-[5-(5-{(1R)-4-CYCLOHEXYL-1-[2-(HYDROXYAMINO)-2-OXOETHYL]BUTYL}-1,2,4-OXADIAZOL-3-YL)-2-PYRIDINYL]-1-PIPERAZINECARBOXYLATE), FC(C(=O)O)(F)F (trifluoroacetic acid). Solvent: ClCCl (dichloromethane). Run at time 1.5 hour. Product: C1(CCCCC1)CCC[C@H](CC(=O)NO)C1=NC(=NO1)C=1C=NC(=CC1)N1CCNCC1 ((3R)-6-CYCLOHEXYL-N-HYDROXY-3-{3-[6-(1-PIPERAZINYL)-3-PYRIDINYL]-1,2,4-OXADIAZOL-5-YL}HEXANAMIDE). The yield is 9.7%. Reaction SMILES: [CH:1]1([CH2:7][CH2:8][CH2:9][C@@H:10]([C:16]2[O:20][N:19]=[C:18]([C:21]3[CH:22]=[CH:23][C:24]([N:27]4[CH2:32][CH2:31][N:30](C(OC(C)(C)C)=O)[CH2:29][CH2:28]4)=[N:25][CH:26]=3)[N:17]=2)[CH2:11][C:12]([NH:14][OH:15])=[O:13])[CH2:6][CH2:5][CH2:4][CH2:3][CH2:2]1.FC(F)(F)C(O)=O>ClCCl>[CH:1]1([CH2:7][CH2:8][CH2:9][C@@H:10]([C:16]2[O:20][N:19]=[C:18]([C:21]3[CH:26]=[N:25][C:24]([N:27]4[CH2:28][CH2:29][NH:30][CH2:31][CH2:32]4)=[CH:23][CH:22]=3)[N:17]=2)[CH2:11][C:12]([NH:14][OH:15])=[O:13])[CH2:6][CH2:5][CH2:4][CH2:3][CH2:2]1. Procedure details: To a solution of the title compound from Example 32 (0.37 g, 0.7 mmol) in dichloromethane (5 mL) was added trifluoroacetic acid (5 mL) and the reaction was stirred at room temperature for 1.5 hours. The solvent was removed in vacuo and the residue was azeotroped with toluene. The residue was then dissolved in ethyl acetate (30 mL) and washed with saturated aqueous sodium bicarbonate solution (30 mL) followed by 10% aqueous citric acid solution (30 mL). The acidic aqueous layer was basified to pH...